Dataset: the Open Reaction Database (ORD), a public repository of structured organic reaction records. Task: describe an organic reaction: reactants, conditions, products, and yield Starting materials: CCOCC, CC(C)N(CCC(c1ccccc1)c1cc(CO)ccc1O)C(C)C, N#CC1=C(C#N)C(=O)C(Cl)=C(Cl)C1=O, ClCCl, [Na+], O=P([O-])([O-])[O-], [OH-], O=C([O-])C(O)c1ccccc1. The product is CC(C)N(CCC(c1ccccc1)c1cc(C=O)ccc1O)C(C)C. Reaction SMILES: [CH3:58][CH2:59][O:60][CH2:61][CH3:62].[CH:15]([CH3:16])([CH3:17])[N:18]([CH2:19][CH2:20][CH:21]([c:22]1[cH:23][cH:24][cH:25][cH:26][cH:27]1)[c:28]1[c:29]([OH:36])[cH:30][cH:31][c:32]([CH2:34][OH:35])[cH:33]1)[CH:37]([CH3:38])[CH3:39].[Cl:1][C:2]1=[C:13]([Cl:14])[C:11](=[O:12])[C:8]([C:9]#[N:10])=[C:5]([C:6]#[N:7])[C:3]1=[O:4].[Cl:63][CH2:64][Cl:65].[Na+:57].[O-:51][P:52](=[O:53])([O-:54])[O-:55].[OH-:56].[OH:40][CH:41]([c:42]1[cH:43][cH:44][cH:45][cH:46][cH:47]1)[C:48](=[O:49])[O-:50]>>[CH:15]([CH3:16])([CH3:17])[N:18]([CH2:19][CH2:20][CH:21]([c:22]1[cH:23][cH:24][cH:25][cH:26][cH:27]1)[c:28]1[c:29]([OH:36])[cH:30][cH:31][c:32]([CH:34]=[O:35])[cH:33]1)[CH:37]([CH3:38])[CH3:39]. Conditions: time 30 minute. Solvent: O1CCCC1 (tetrahydrofuran). Procedure details: To a solution of dimethyl 2-chloro-6-fluoroterephthalate (2.784 g, 11.3 mmoles) in tetrahydrofuran (20 mL) was added a solution of 1 N NaOH (12.4 mmol, 12.4 mL). The reaction mixture was stirred at room temperature for 30 min. The reaction was concentrated under reduced pressure and the residue was suspended in water (10 mL). The aqueous solution was acidified to pH 3 with 1 N HCl. The resulting white precipitate was collected by filtration, washed with water and ether, dried in high vacuum to a... Starting materials: ClC1=C(C(=O)OC)C(=CC(=C1)C(=O)OC)F (dimethyl 2-chloro-6-fluoroterephthalate), [OH-].[Na+] (NaOH). The product is ClC=1C=C(C(=O)O)C=C(C1C(=O)OC)F (3-chloro-5-fluoro-4-(methoxycarbonyl)benzoic acid). Yield: 95.9%. RXN SMILES: [Cl:1][C:2]1[CH:11]=[C:10]([C:12]([O:14]C)=[O:13])[CH:9]=[C:8]([F:16])[C:3]=1[C:4]([O:6][CH3:7])=[O:5].[OH-].[Na+]>O1CCCC1>[Cl:1][C:2]1[CH:11]=[C:10]([CH:9]=[C:8]([F:16])[C:3]=1[C:4]([O:6][CH3:7])=[O:5])[C:12]([OH:14])=[O:13] |f:1.2|. The reactants are CC1CCC2=C3C(C(C(=CN13)C(=O)O)=O)=CC=C2C2=NN=NN2 (6,7-dihydro-5-methyl-1-oxo-8-(5-tetrazolyl)-1H,5H-benzo[ij]quinolizine-2-carboxylic acid), C1(=CC=CC=C1)N=C=O (phenyl isocyanate). Run in O (water). Run at temperature 150 celsius. Product: O=C1C(=CN2CC=CC3=C2C1=CC=C3)C(=O)O (1-oxo-1H,5H-benzo[ij]quinolizine-2-carboxylic acid). RXN SMILES: C[CH:2]1[N:11]2[C:6]3[C:7](=[CH:16][CH:17]=[C:18](C4NN=NN=4)[C:5]=3[CH2:4][CH2:3]1)[C:8](=[O:15])[C:9]([C:12]([OH:14])=[O:13])=[CH:10]2.C1(N=C=O)C=CC=CC=1>O>[O:15]=[C:8]1[C:7]2=[CH:16][CH:17]=[CH:18][C:5]3=[C:6]2[N:11]([CH2:2][CH:3]=[CH:4]3)[CH:10]=[C:9]1[C:12]([OH:14])=[O:13]. Procedure: A mixture of 1.0 g of 6,7-dihydro-5-methyl-1-oxo-8-(5-tetrazolyl)-1H,5H-benzo[ij]quinolizine-2-carboxylic acid and 5 ml (46 mmole) of phenyl isocyanate was heated at 150° C. for one hour. The mixture was then cooled and water was added. The solid was separated by filtration and recrystallized twice from aqueous N,N-dimethylformamide to provide 6,7-dihydro-5-methyl-8-[2-(5-N-anilino)-1,3,4-oxadiazolyl)]-1-oxo-1H,5H-benzo[ij]quinolizine-2-carboxylic acid solvated with N,N-dimethylformamide m.p. >3... Reactants: O=C([O-])[O-], O=[N+]([O-])c1ccc(CBr)cc1OCc1ccccc1, Cc1cccc(B2OC(C)(C)C(C)(C)O2)c1C#N, COCCOC, CCO, ClCCl, [Na+], [Na+], c1ccc(P(c2ccccc2)(c2ccccc2)[Pd](P(c2ccccc2)(c2ccccc2)c2ccccc2)(P(c2ccccc2)(c2ccccc2)c2ccccc2)P(c2ccccc2)(c2ccccc2)c2ccccc2)cc1. The product is Cc1cccc(Cc2ccc([N+](=O)[O-])c(OCc3ccccc3)c2)c1C#N. Reaction SMILES: [C:38](=[O:39])([O-:40])[O-:41].[CH2:1]([c:2]1[cH:3][cH:4][cH:5][cH:6][cH:7]1)[O:8][c:9]1[c:10]([N+:17](=[O:18])[O-:19])[cH:11][cH:12][c:13]([CH2:15][Br:16])[cH:14]1.[CH3:20][c:21]1[c:22]([C:23]#[N:24])[c:25]([B:29]2[O:30][C:31]([CH3:32])([CH3:33])[C:34]([CH3:35])([CH3:36])[O:37]2)[cH:26][cH:27][cH:28]1.[CH3:44][O:45][CH2:46][CH2:47][O:48][CH3:49].[CH3:50][CH2:51][OH:52].[Cl:53][CH2:54][Cl:55].[Na+:42].[Na+:43].[cH:56]1[cH:57][cH:58][c:59]([P:60]([Pd:61]([P:62]([c:63]2[cH:64][cH:65][cH:66][cH:67][cH:68]2)([c:69]2[cH:70][cH:71][cH:72][cH:73][cH:74]2)[c:75]2[cH:76][cH:77][cH:78][cH:79][cH:80]2)([P:81]([c:82]2[cH:83][cH:84][cH:85][cH:86][cH:87]2)([c:88]2[cH:89][cH:90][cH:91][cH:92][cH:93]2)[c:94]2[cH:95][cH:96][cH:97][cH:98][cH:99]2)[P:100]([c:101]2[cH:102][cH:103][cH:104][cH:105][cH:106]2)([c:107]2[cH:108][cH:109][cH:110][cH:111][cH:112]2)[c:113]2[cH:114][cH:115][cH:116][cH:117][cH:118]2)([c:119]2[cH:120][cH:121][cH:122][cH:123][cH:124]2)[c:125]2[cH:126][cH:127][cH:128][cH:129][cH:130]2)[cH:131][cH:132]1>>[CH2:1]([c:2]1[cH:3][cH:4][cH:5][cH:6][cH:7]1)[O:8][c:9]1[c:10]([N+:17](=[O:18])[O-:19])[cH:11][cH:12][c:13]([CH2:15][c:25]2[c:22]([C:23]#[N:24])[c:21]([CH3:20])[cH:28][cH:27][cH:26]2)[cH:14]1. Reactants: CCI, CC(C)(C)C#CC=CCC(=CCCCCOc1cccc(-c2ccsc2)c1)CO, CC(C)(C)C#CC=CCC(=CCCCC=Cc1cccc(-c2ccsc2)c1)CO, CI. Product: COCC(=CCCCC=Cc1cccc(-c2ccsc2)c1)CC=CC#CC(C)(C)C. As a reaction SMILES: [CH2:30]([I:31])[CH3:32].[CH3:1][C:2]([CH3:3])([CH3:4])[C:5]#[C:6][CH:7]=[CH:8][CH2:9][C:10](=[CH:11][CH2:12][CH2:13][CH2:14][CH2:15][O:16][c:17]1[cH:18][cH:19][cH:20][c:21](-[c:22]2[cH:23][cH:24][s:25][cH:26]2)[cH:27]1)[CH2:28][OH:29].[CH3:33][C:34]([C:35]#[C:36][CH:37]=[CH:38][CH2:39][C:40]([CH2:41][OH:42])=[CH:43][CH2:44][CH2:45][CH2:46][CH:47]=[CH:48][c:49]1[cH:50][c:51](-[c:55]2[cH:56][s:57][cH:58][cH:59]2)[cH:52][cH:53][cH:54]1)([CH3:60])[CH3:61].[CH3:62][I:63]>>[CH3:1][O:42][CH2:41][C:40]([CH2:39][CH:38]=[CH:37][C:36]#[C:35][C:34]([CH3:33])([CH3:60])[CH3:61])=[CH:43][CH2:44][CH2:45][CH2:46][CH:47]=[CH:48][c:49]1[cH:50][c:51](-[c:55]2[cH:56][s:57][cH:58][cH:59]2)[cH:52][cH:53][cH:54]1. Reactants: CO, [Na+], [OH-], COC(=O)c1ccc(Cc2c[nH]c3ccccc23)cc1. Product: O=C(O)c1ccc(Cc2c[nH]c3ccccc23)cc1. Reaction SMILES: [CH3:23][OH:24].[Na+:22].[OH-:21].[nH:1]1[cH:2][c:3]([CH2:10][c:11]2[cH:12][cH:13][c:14]([C:15](=[O:16])[O:17][CH3:18])[cH:19][cH:20]2)[c:4]2[cH:5][cH:6][cH:7][cH:8][c:9]12>>[nH:1]1[cH:2][c:3]([CH2:10][c:11]2[cH:12][cH:13][c:14]([C:15](=[O:16])[OH:17])[cH:19][cH:20]2)[c:4]2[cH:5][cH:6][cH:7][cH:8][c:9]12. Reactants: N#Cc1ccccc1-c1ccc(CBr)cc1, CS(C)=O, [Li+], [N-]=[N+]=[N-]. Product: N#Cc1ccccc1-c1ccc(CN=[N+]=[N-])cc1. RXN SMILES: [Br:1][CH2:2][c:3]1[cH:4][cH:5][c:6](-[c:9]2[c:10]([C:15]#[N:16])[cH:11][cH:12][cH:13][cH:14]2)[cH:7][cH:8]1.[CH3:21][S:22]([CH3:23])=[O:24].[Li+:20].[N-:17]=[N+:18]=[N-:19]>>[CH2:2]([c:3]1[cH:4][cH:5][c:6](-[c:9]2[c:10]([C:15]#[N:16])[cH:11][cH:12][cH:13][cH:14]2)[cH:7][cH:8]1)[N:17]=[N+:18]=[N-:19]. Starting materials: B1(N2CCC[C@H]2C(O1)(C3=CC=CC=C3)C4=CC=CC=C4)C ((S)-2-methyl-CBS-oxazaborolidine), ClCCC(=O)C=1SC=CC1 (3-chloro-1-(2-thienyl)-1-propanone). The solvent is C1CCOC1 (THF), C1CCOC1 (THF). Conditions: time 1 hour. Yields the product ClCC[C@@H](O)C=1SC=CC1 ((1R)-3-Chloro-1-(2-thienyl)-1-propanol). Yield: 83.1%. Reaction SMILES: B1(C)OC(C2C=CC=CC=2)(C2C=CC=CC=2)[C@H]2N1CCC2.[Cl:22][CH2:23][CH2:24][C:25]([C:27]1[S:28][CH:29]=[CH:30][CH:31]=1)=[O:26]>C1COCC1>[Cl:22][CH2:23][CH2:24][C@H:25]([C:27]1[S:28][CH:29]=[CH:30][CH:31]=1)[OH:26]. Reported procedure: Borane dimethylsulfide complex (2.75 mL, 28.6 mmol) was added at room temperature to a stirred solution of (S)-2-methyl-CBS-oxazaborolidine (2.87 mL, 1M) in dry THF (50 mL). The resulting solution was stirred at room temperature to 10 mins before a solution of 3-chloro-1-(2-thienyl)-1-propanone (2.5 g, 14.3 mmol) in dry THF (100 mL) was added dropwise over 1 hr. After complete addition the resulting solution was stirred at room temperature for a further 1 hr before the solvent was removed in vac... Reactants: C(C)(C)(C)OC(=O)NCCC[C@@H](NC(=O)OCC1C2=CC=CC=C2C=2C=CC=CC12)C(=O)O ((R)-N5 -(tert.-butoxy-carbonyl)-N2 -(9-fluorenylmethoxycarbonyl)-ornithine), CNCC1=CC=C(C=C1)OCC1=CC=CC=C1 (N-methyl-4-(phenylmethoxy)benzenemethanamine), CN(C)C(=[N+](C)C)ON1C2=C(C=CC=C2)N=N1.[B-](F)(F)(F)F (TBTU). RXN SMILES: [C:1]([O:5][C:6]([NH:8][CH2:9][CH2:10][CH2:11][C@H:12]([C:31](O)=[O:32])[NH:13][C:14]([O:16][CH2:17][CH:18]1[C:30]2[CH:29]=[CH:28][CH:27]=[CH:26][C:25]=2[C:24]2[C:19]1=[CH:20][CH:21]=[CH:22][CH:23]=2)=[O:15])=[O:7])([CH3:4])([CH3:3])[CH3:2].[CH3:34][NH:35][CH2:36][C:37]1[CH:42]=[CH:41][C:40]([O:43][CH2:44][C:45]2[CH:50]=[CH:49][CH:48]=[CH:47][CH:46]=2)=[CH:39][CH:38]=1.CN(C(ON1N=NC2C=CC=CC1=2)=[N+](C)C)C.[B-](F)(F)(F)F>>[C:1]([O:5][C:6]([NH:8][CH2:9][CH2:10][CH2:11][C@H:12]([C:31]([N:35]([CH3:34])[CH2:36][C:37]1[CH:42]=[CH:41][C:40]([O:43][CH2:44][C:45]2[CH:50]=[CH:49][CH:48]=[CH:47][CH:46]=2)=[CH:39][CH:38]=1)=[O:32])[NH:13][C:14]([O:16][CH2:17][CH:18]1[C:30]2[CH:29]=[CH:28][CH:27]=[CH:26][C:25]=2[C:24]2[C:19]1=[CH:20][CH:21]=[CH:22][CH:23]=2)=[O:15])=[O:7])([CH3:2])([CH3:4])[CH3:3] |f:2.3|. The product is C(C)(C)(C)OC(=O)NCCC[C@@H](NC(=O)OCC1C2=CC=CC=C2C=2C=CC=CC12)C(=O)N(CC1=CC=C(C=C1)OCC1=CC=CC=C1)C ((R)-N5 -(tert.-butoxycarbonyl)-N2 -(9-fluorenylmethoxycarbonyl)-N-methyl-N-[[4-(phenylmethoxy)phenyl]methyl]-ornithinamide). Procedure details: Prepared analogously to Example 33b) from (R)-N5 -(tert.-butoxy-carbonyl)-N2 -(9-fluorenylmethoxycarbonyl)-ornithine and N-methyl-4-(phenylmethoxy)benzenemethanamine in the presence of TBTU in a quantitative yield. Colourless, highly viscous oil, which was used in the following step without further purification. Reactants: ClC1=CC=NC2=CC(=C(C=C12)O)OC (4-chloro-6-hydroxy-7-methoxyquinoline), ClC1=CC(=C(N)C=C1)F (4-chloro-2-fluoroaniline), Cl (hydrogen chloride). The solvent is CCOCC (ether), isohexanes, C1(CCCCC1)O (cyclohexanol). Reaction conditions: temperature 155 celsius. The product is ClC1=CC(=C(NC2=CC=NC3=CC(=C(C=C23)O)OC)C=C1)F (4-(4-chloro-2-fluoroanilino)-6-hydroxy-7-methoxyquinoline). The yield is 25.1%. RXN SMILES: Cl[C:2]1[C:11]2[C:6](=[CH:7][C:8]([O:13][CH3:14])=[C:9]([OH:12])[CH:10]=2)[N:5]=[CH:4][CH:3]=1.[Cl:15][C:16]1[CH:22]=[CH:21][C:19]([NH2:20])=[C:18]([F:23])[CH:17]=1.Cl>C1(O)CCCCC1.CCOCC>[Cl:15][C:16]1[CH:22]=[CH:21][C:19]([NH:20][C:2]2[C:11]3[C:6](=[CH:7][C:8]([O:13][CH3:14])=[C:9]([OH:12])[CH:10]=3)[N:5]=[CH:4][CH:3]=2)=[C:18]([F:23])[CH:17]=1. Procedure details: A solution of 4-chloro-6-hydroxy-7-methoxyquinoline (3.0 g, 14 mmol) and 4-chloro-2-fluoroaniline (3.5 g, 23 mmol) in cyclohexanol (100 ml) containing 1M ethereal hydrogen chloride (16 ml) was heated at 155° C. for 18 hours. After cooling the mixture was diluted with ether and isohexanes and the precipitate was collected by filtration. The crude product was dissolved in a mixture of methylene chloride/methanol/ammonia (100/10/1) and silica (10 g) was added. The solvent was removed by evaporation...